Dataset: the Open Reaction Database (ORD), a public repository of structured organic reaction records. Task: describe an organic reaction: reactants, conditions, products, and yield The reactants are ClCC1=NC2=CC(=C(C=C2C(=N1)C1=CC(=C(C=C1)OC)OC)OC)OC (2-chloromethyl-4-(3,4-dimethoxyphenyl)-6,7-dimethoxyquinazoline), CNC1=CC=CC=C1 (N-methylaniline). The product is COC=1C=C(C=CC1OC)C1=NC(=NC2=CC(=C(C=C12)OC)OC)CN(C1=CC=CC=C1)C (4-(3,4-dimethoxyphenyl)-6,7-dimethoxy-2-(N-methyl-N-phenylaminomethyl)quinazoline). RXN SMILES: Cl[CH2:2][C:3]1[N:12]=[C:11]([C:13]2[CH:18]=[CH:17][C:16]([O:19][CH3:20])=[C:15]([O:21][CH3:22])[CH:14]=2)[C:10]2[C:5](=[CH:6][C:7]([O:25][CH3:26])=[C:8]([O:23][CH3:24])[CH:9]=2)[N:4]=1.[CH3:27][NH:28][C:29]1[CH:34]=[CH:33][CH:32]=[CH:31][CH:30]=1>>[CH3:22][O:21][C:15]1[CH:14]=[C:13]([C:11]2[C:10]3[C:5](=[CH:6][C:7]([O:25][CH3:26])=[C:8]([O:23][CH3:24])[CH:9]=3)[N:4]=[C:3]([CH2:2][N:28]([CH3:27])[C:29]3[CH:34]=[CH:33][CH:32]=[CH:31][CH:30]=3)[N:12]=2)[CH:18]=[CH:17][C:16]=1[O:19][CH3:20]. Reported procedure: According to the same manner as that described in Example 56, 2-chloromethyl-4-(3,4-dimethoxyphenyl)-6,7-dimethoxyquinazoline was reacted with N-methylaniline to give 4-(3,4-dimethoxyphenyl)-6,7-dimethoxy-2-(N-methyl-N-phenylaminomethyl)quinazoline. This compound was recrystallized from ethanol. Colorless needles, mp. 141°-143° C. The reactants are OCCBr, Cc1cc(Nc2nc(Nc3cc(C)c(C4CCNCC4)cc3F)ncc2Cl)n[nH]1, CN(C)C=O. Yields the product Cc1cc(Nc2nc(Nc3cc(C)c(C4CCN(CCO)CC4)cc3F)ncc2Cl)n[nH]1. Reaction SMILES: [Br:30][CH2:31][CH2:32][OH:33].[Cl:1][c:2]1[c:3]([NH:23][c:24]2[n:25][nH:26][c:27]([CH3:29])[cH:28]2)[n:4][c:5]([NH:8][c:9]2[c:10]([F:22])[cH:11][c:12]([CH:16]3[CH2:17][CH2:18][NH:19][CH2:20][CH2:21]3)[c:13]([CH3:15])[cH:14]2)[n:6][cH:7]1.[O:34]=[CH:35][N:36]([CH3:37])[CH3:38]>>[Cl:1][c:2]1[c:3]([NH:23][c:24]2[n:25][nH:26][c:27]([CH3:29])[cH:28]2)[n:4][c:5]([NH:8][c:9]2[c:10]([F:22])[cH:11][c:12]([CH:16]3[CH2:17][CH2:18][N:19]([CH2:31][CH2:32][OH:33])[CH2:20][CH2:21]3)[c:13]([CH3:15])[cH:14]2)[n:6][cH:7]1. The reactants are C1(CCCC1)C1=NN=C(S1)N=C=O (5-cyclopentyl-1,3,4-thiadiazol-2-yl isocyanate), dimethyl acetal, C(CC)NCCC=O (3-propylaminopropionaldehyde). Run in C1=CC=CC=C1 (benzene), C1=CC=CC=C1 (benzene). Yields the product dimethyl acetal, C(CC)N(C(=O)NC=1SC(=NN1)C1CCCC1)CCC=O (3-[1-propyl-3-(5-cyclopentyl-1,3,4-thiadiazol-2-yl)ureido]propionaldehyde). As a reaction SMILES: [CH:1]1([C:6]2[S:10][C:9]([N:11]=[C:12]=[O:13])=[N:8][N:7]=2)[CH2:5][CH2:4][CH2:3][CH2:2]1.[CH2:14]([NH:17][CH2:18][CH2:19][CH:20]=[O:21])[CH2:15][CH3:16]>C1C=CC=CC=1>[CH2:14]([N:17]([CH2:18][CH2:19][CH:20]=[O:21])[C:12]([NH:11][C:9]1[S:10][C:6]([CH:1]2[CH2:2][CH2:3][CH2:4][CH2:5]2)=[N:7][N:8]=1)=[O:13])[CH2:15][CH3:16]. Procedure details: A mixture of 5-cyclopentyl-1,3,4-thiadiazol-2-yl isocyanate dimer (0.05 mole), the dimethyl acetal of 3-propylaminopropionaldehyde (0.1 mole) and benzene (60 ml) are charged into a glass reaction vessel equipped with a mechanical stirrer and reflux condenser. The reaction mixture is heated at reflux for a period of about 15 minutes. After this time the mixture is stripped of benzene under reduced pressure to yield a solid product as the residue. The residue is then recrystallized to yield the de... Starting materials: COC=1C=C(C=CC1)B(O)O (3-Methoxy-phenyl-boronic acid), trifluoromethansulfonic acid 5-oxo-2,5-dihydro-furan-3-yl, O1CCCC1 (tetrahydrofuran), C([O-])([O-])=O.[Na+].[Na+] (sodium carbonate), tetrakis-triphenylphosphine palladium(0). Run in CCOCC (ether), O (water). Yields the product COC=1C=C(C=CC1)C1=CC(OC1)=O (4-(3-Methoxy-phenyl)-5H-furan-2-one). Reaction SMILES: [CH3:1][O:2][C:3]1[CH:4]=[C:5](B(O)O)[CH:6]=[CH:7][CH:8]=1.[C:12](=[O:15])([O-])[O-:13].[Na+].[Na+].O1C[CH2:21][CH2:20][CH2:19]1>O.CCOCC>[CH3:1][O:2][C:3]1[CH:4]=[C:5]([C:20]2[CH2:21][O:13][C:12](=[O:15])[CH:19]=2)[CH:6]=[CH:7][CH:8]=1 |f:1.2.3|. Reported procedure: 3-Methoxy-phenyl-boronic acid (2.16 g, 14.2 mmol) and trifluoromethansulfonic acid 5-oxo-2,5-dihydro-furan-3-yl ester1 (3 g, 12.92 mmol) in tetrahydrofuran (110 mL) is dissolved and de-gassed for 15 min. To this solution is added sodium carbonate (3.42 g, 32.3 mmol) in water (10 mL) and tetrakis-triphenylphosphine-palladium(0) (0.75 g, 0.646 mmol). The reaction mixture is refluxed for 45 min, cooled to room temperature, diluted with ether (50 mL) and filtered through a Celite® pad. The filtrate ... Reactants: CCc1nc(-c2ccccc2)cn1-c1ccc(CCCl)cc1, [N-]=[N+]=[N-], [Na+], CN(C)C=O, O. Product: CCc1nc(-c2ccccc2)cn1-c1ccc(CCN=[N+]=[N-])cc1. RXN SMILES: [Cl:1][CH2:2][CH2:3][c:4]1[cH:5][cH:6][c:7](-[n:10]2[c:11]([CH2:21][CH3:22])[n:12][c:13](-[c:15]3[cH:16][cH:17][cH:18][cH:19][cH:20]3)[cH:14]2)[cH:8][cH:9]1.[N-:24]=[N+:25]=[N-:26].[Na+:23].[O:28]=[CH:29][N:30]([CH3:31])[CH3:32].[OH2:27]>>[CH2:2]([CH2:3][c:4]1[cH:5][cH:6][c:7](-[n:10]2[c:11]([CH2:21][CH3:22])[n:12][c:13](-[c:15]3[cH:16][cH:17][cH:18][cH:19][cH:20]3)[cH:14]2)[cH:8][cH:9]1)[N:24]=[N+:25]=[N-:26]. Reactants: C1(CCCCC1)NC1CCCCC1.C(=O)(OC(C)(C)C)N([C@@H](C)C(=O)O)C1CCCCC1 (Boc-Cyclohexylalanine Dicyclohexylamine salt), Cl (HCl). Run in C(C)(=O)OCC (ethyl acetate). The product is C(=O)(OC(C)(C)C)N([C@@H](C)C(=O)O)C1CCCCC1 (Boc-Cyclohexylalanine). Reaction SMILES: C1(NC2CCCCC2)CCCCC1.[C:14]([N:21]([CH:27]1[CH2:32][CH2:31][CH2:30][CH2:29][CH2:28]1)[C@H:22]([C:24]([OH:26])=[O:25])[CH3:23])([O:16][C:17]([CH3:20])([CH3:19])[CH3:18])=[O:15].Cl>C(OCC)(=O)C>[C:14]([N:21]([CH:27]1[CH2:32][CH2:31][CH2:30][CH2:29][CH2:28]1)[C@H:22]([C:24]([OH:26])=[O:25])[CH3:23])([O:16][C:17]([CH3:20])([CH3:18])[CH3:19])=[O:15] |f:0.1|. Procedure details: Boc-Cyclohexylalanine Dicyclohexylamine salt (0.497g, 1.1 mM) was added to a mixture of ethyl acetate (25 ml) and 0.5N HCl (25ml) for 30 minutes. The ethyl acetate layer was separated, washed with water (3×100 ml), dried over MgSO4, and evaporated to give the Boc-Cyclohexylalanine free acid (1.1 mM). The acid was dissolved in 25 ml of THF and cooled to 5° C. under N2. The acid was converted into a mixed anhydride by treatment with N-methyl morpholine (110 ul, 1 mM) and Isobutylchloroformate (130... Starting materials: C1(=CC=CC=C1)NC(=O)N=[N+]1CC=CC=C1 (N-(phenylcarbamoylimino)pyridinium), Cl (hydrochloric acid), [BH4-].[Na+] (sodium borohydride). The solvent is C(C)O (ethanol), O (water). Run at time 4 hour. Yields the product C1(=CC=CC=C1)NC(=O)NN1CCC=CC1 (N-(phenylcarbamoylamino)-1,2,3,6-tetrahydropyridine). Reaction SMILES: [C:1]1([NH:7][C:8]([N:10]=[N+:11]2[CH:16]=[CH:15][CH:14]=[CH:13][CH2:12]2)=[O:9])[CH:6]=[CH:5][CH:4]=[CH:3][CH:2]=1.[BH4-].[Na+].Cl>C(O)C.O>[C:1]1([NH:7][C:8]([NH:10][N:11]2[CH2:12][CH:13]=[CH:14][CH2:15][CH2:16]2)=[O:9])[CH:2]=[CH:3][CH:4]=[CH:5][CH:6]=1 |f:1.2|. Procedure: To a solution of N-(phenylcarbamoylimino)pyridinium ylide (0.64 g) in a mixture of ethanol (30 ml) and water (10 ml) was added sodium borohydride (0.20 g) at ambient temperature. After being stirred for 4 hours, the reaction mixture was acidified with 1N hydrochloric acid, concentrated to a volume of ca. 15 ml. The crystalline precipitate was collected, washed with water and dried in vacuo. The crude product was dissolved in ethyl acetate and extracted with 10% hydrochloric acid (20 ml). The ext... Reactants: CC(C)CCCCC(=O)O, Cc1ccccc1, CO, O=S(=O)(O)O. The product is COC(=O)CCCCC(C)C. As a reaction SMILES: [C:8]([CH2:9][CH2:10][CH2:11][CH2:12][CH:13]([CH3:14])[CH3:15])(=[O:16])[OH:17].[CH3:18][c:19]1[cH:20][cH:21][cH:22][cH:23][cH:24]1.[CH3:6][OH:7].[S:1](=[O:2])(=[O:3])([OH:4])[OH:5]>>[CH3:6][O:16][C:8]([CH2:9][CH2:10][CH2:11][CH2:12][CH:13]([CH3:14])[CH3:15])=[O:17]. Starting materials: [C-]#N, CS(C)=O, [Na+], [Na+], O=C([O-])O, ClCC1CCN(C(c2ccccc2)c2ccccc2)CC1. The product is N#CCC1CCN(C(c2ccccc2)c2ccccc2)CC1. As a reaction SMILES: [C-:1]#[N:2].[CH3:30][S:31](=[O:32])[CH3:33].[Na+:29].[Na+:3].[O-:25][C:26]([OH:27])=[O:28].[c:4]1([CH:10]([N:11]2[CH2:12][CH2:13][CH:14]([CH2:17][Cl:18])[CH2:15][CH2:16]2)[c:19]2[cH:20][cH:21][cH:22][cH:23][cH:24]2)[cH:5][cH:6][cH:7][cH:8][cH:9]1>>[C:1](#[N:2])[CH2:17][CH:14]1[CH2:13][CH2:12][N:11]([CH:10]([c:4]2[cH:5][cH:6][cH:7][cH:8][cH:9]2)[c:19]2[cH:20][cH:21][cH:22][cH:23][cH:24]2)[CH2:16][CH2:15]1. Reactants: CC(NC(=O)OC(C)(C)C)C(=O)O, CCN=C=NCCCN(C)C, CN(C)c1ccncc1, ClCCl, OCc1ccccc1. Yields the product CC(NC(=O)OC(C)(C)C)C(=O)OCc1ccccc1. As a reaction SMILES: [C:1]([CH3:2])([CH3:3])([CH3:4])[O:5][C:6](=[O:7])[NH:8][CH:9]([CH3:10])[C:11](=[O:12])[OH:13].[CH3:22][CH2:23][N:24]=[C:25]=[N:26][CH2:27][CH2:28][CH2:29][N:30]([CH3:31])[CH3:32].[CH3:36][N:37]([c:38]1[cH:39][cH:40][n:41][cH:42][cH:43]1)[CH3:44].[Cl:33][CH2:34][Cl:35].[OH:14][CH2:15][c:16]1[cH:17][cH:18][cH:19][cH:20][cH:21]1>>[C:1]([CH3:2])([CH3:3])([CH3:4])[O:5][C:6](=[O:7])[NH:8][CH:9]([CH3:10])[C:11](=[O:12])[O:13][CH2:15][c:16]1[cH:17][cH:18][cH:19][cH:20][cH:21]1.